This data is from the Open Reaction Database (ORD), a public repository of structured organic reaction records. The task is: describe an organic reaction: reactants, conditions, products, and yield Starting materials: N[C@@]1([C@@H](C[C@@H](C1)OC)CO)C1=C(C=CC=C1)F ([(1R*,2S*,4S*)-2-amino-2-(2-fluorophenyl)-4-methoxycyclopentanyl]methanol), C1(=CC=CC=2C3=CC=CC=C3CC12)COC(=O)N=C=S (fluorenylmethyloxycarbonyl isothiocyanate). Solvent: ClCCl (dichloromethane). Yields the product FC1=C(C=CC=C1)[C@]1([C@@H](C[C@@H](C1)OC)CO)NC(=S)NC(OCC1C2=CC=CC=C2C=2C=CC=CC12)=O (9H-fluoren-9-ylmethyl ({[(1S*,2R*,4S*)-1-(2-fluorophenyl)-2-(hydroxymethyl)-4-methoxycyclopentyl]amino}carbonothioyl)carbamate). The yield is 67.4%. As a reaction SMILES: [NH2:1][C@@:2]1([C:11]2[CH:16]=[CH:15][CH:14]=[CH:13][C:12]=2[F:17])[CH2:6][C@@H:5]([O:7][CH3:8])[CH2:4][C@H:3]1[CH2:9][OH:10].[C:18]1([CH2:31][O:32][C:33]([N:35]=[C:36]=[S:37])=[O:34])[C:30]2[CH2:29][C:28]3[C:23](=[CH:24][CH:25]=[CH:26][CH:27]=3)[C:22]=2[CH:21]=[CH:20][CH:19]=1>ClCCl>[F:17][C:12]1[CH:13]=[CH:14][CH:15]=[CH:16][C:11]=1[C@:2]1([NH:1][C:36]([NH:35][C:33](=[O:34])[O:32][CH2:31][CH:18]2[C:19]3[CH:20]=[CH:21][CH:22]=[CH:30][C:29]=3[C:28]3[C:27]2=[CH:26][CH:25]=[CH:24][CH:23]=3)=[S:37])[CH2:6][C@@H:5]([O:7][CH3:8])[CH2:4][C@H:3]1[CH2:9][OH:10]. Reported procedure: A solution of [(1R*,2S*,4S*)-2-amino-2-(2-fluorophenyl)-4-methoxycyclopentanyl]methanol (225 mg) and fluorenylmethyloxycarbonyl isothiocyanate (316 mg) in dichloromethane (18 mL) was stirred at room temperature for three days. The reaction solution was purified by silica gel column chromatography to obtain the title compound (330 mg). Starting materials: BrC1=CC(=C(C=C1)NS(=O)(=O)C1=C(C2=C(S1)C=CC(=C2)F)C)CSC (5-fluoro-3-methyl-benzo[b]thiophene-2-sulfonic acid(4-bromo-2-methylsulfanylmethyl-phenyl)-amide), N1=CC=C(C=C1)B(O)O (4-pyridineboronic acid). Reagents/catalysts: C=1C=CC(=CC1)[P](C=2C=CC=CC2)(C=3C=CC=CC3)[Pd]([P](C=4C=CC=CC4)(C=5C=CC=CC5)C=6C=CC=CC6)([P](C=7C=CC=CC7)(C=8C=CC=CC8)C=9C=CC=CC9)[P](C=1C=CC=CC1)(C=1C=CC=CC1)C=1C=CC=CC1 (tetrakis(triphenylphosphine)palladium). The solvent is COCCOC (1,2-dimethoxyethane), C(C)O (ethanol), C([O-])([O-])=O.[Na+].[Na+] (sodium carbonate). The product is CSCC1=C(C=CC(=C1)C1=CC=NC=C1)NS(=O)(=O)C1=C(C2=C(S1)C=CC(=C2)F)C (5-Fluoro-3-methyl-benzo[b]thiophene-2-sulfonic acid(2-methylsulfanylmethyl-4-pyridin-4-yl-phenyl)-amide). The yield is 66.8%. Reaction SMILES: Br[C:2]1[CH:7]=[CH:6][C:5]([NH:8][S:9]([C:12]2[S:16][C:15]3[CH:17]=[CH:18][C:19]([F:21])=[CH:20][C:14]=3[C:13]=2[CH3:22])(=[O:11])=[O:10])=[C:4]([CH2:23][S:24][CH3:25])[CH:3]=1.[N:26]1[CH:31]=[CH:30][C:29](B(O)O)=[CH:28][CH:27]=1>COCCOC.C(O)C.C(=O)([O-])[O-].[Na+].[Na+].C1C=CC([P]([Pd]([P](C2C=CC=CC=2)(C2C=CC=CC=2)C2C=CC=CC=2)([P](C2C=CC=CC=2)(C2C=CC=CC=2)C2C=CC=CC=2)[P](C2C=CC=CC=2)(C2C=CC=CC=2)C2C=CC=CC=2)(C2C=CC=CC=2)C2C=CC=CC=2)=CC=1>[CH3:25][S:24][CH2:23][C:4]1[CH:3]=[C:2]([C:29]2[CH:30]=[CH:31][N:26]=[CH:27][CH:28]=2)[CH:7]=[CH:6][C:5]=1[NH:8][S:9]([C:12]1[S:16][C:15]2[CH:17]=[CH:18][C:19]([F:21])=[CH:20][C:14]=2[C:13]=1[CH3:22])(=[O:11])=[O:10] |f:4.5.6,^1:53,55,74,93|. Reported procedure: This compound was prepared in analogy to Example 2 starting from 5-fluoro-3-methyl-benzo[b]thiophene-2-sulfonic acid(4-bromo-2-methylsulfanylmethyl-phenyl)-amide (0.23 g) and 4-pyridineboronic acid (0.092 g) in 1,2-dimethoxyethane (10 ml), ethanol (2 ml) and 2 M aqueous sodium carbonate solution (2 ml) with tetrakis(triphenylphosphine)palladium (0.058 g) to obtain the title compound (0.153 g) as a brownish foam (0.153 g). MS (ISN): 457.2 (M−H)−